This data is from the Open Reaction Database (ORD), a public repository of structured organic reaction records. The task is: describe an organic reaction: reactants, conditions, products, and yield The product is Cc1cc(Sc2cc(C#Cc3ccccc3)cc(Oc3ccc(C(F)(F)F)cn3)c2)ccc1OCC(=O)O. Starting materials: CCOC(=O)COc1ccc(Sc2cc(C#Cc3ccccc3)cc(Oc3ccc(C(F)(F)F)cn3)c2)cc1C, C1CCOC1, CCO, [Na+], [OH-], O=C(O)CC(O)(CC(=O)O)C(=O)O. RXN SMILES: [CH2:1]([CH3:2])[O:3][C:4]([CH2:5][O:6][c:7]1[c:8]([CH3:39])[cH:9][c:10]([S:13][c:14]2[cH:15][c:16]([C:31]#[C:32][c:33]3[cH:34][cH:35][cH:36][cH:37][cH:38]3)[cH:17][c:18]([O:20][c:21]3[n:22][cH:23][c:24]([C:27]([F:28])([F:29])[F:30])[cH:25][cH:26]3)[cH:19]2)[cH:11][cH:12]1)=[O:40].[CH2:56]1[O:57][CH2:58][CH2:59][CH2:60]1.[CH3:61][CH2:62][OH:63].[Na+:42].[OH-:41].[OH:43][C:44]([CH2:45][C:46]([C:47](=[O:48])[OH:49])([CH2:50][C:51](=[O:52])[OH:53])[OH:54])=[O:55]>>[O:3]=[C:4]([CH2:5][O:6][c:7]1[c:8]([CH3:39])[cH:9][c:10]([S:13][c:14]2[cH:15][c:16]([C:31]#[C:32][c:33]3[cH:34][cH:35][cH:36][cH:37][cH:38]3)[cH:17][c:18]([O:20][c:21]3[n:22][cH:23][c:24]([C:27]([F:28])([F:29])[F:30])[cH:25][cH:26]3)[cH:19]2)[cH:11][cH:12]1)[OH:40]. The reactants are CC(C)(C)OC(=O)N1CC(O)CC1CO[Si](c1ccccc1)(c1ccccc1)C(C)(C)C, C1CCOC1, O=C1NC(=O)c2ccccc21, CC(C)OC(=O)N=NC(=O)OC(C)C, c1ccc(P(c2ccccc2)c2ccccc2)cc1. Yields the product CC(C)(C)OC(=O)N1CC(N2C(=O)c3ccccc3C2=O)CC1CO[Si](c1ccccc1)(c1ccccc1)C(C)(C)C. Reaction SMILES: [C:1]([CH3:2])([CH3:3])([CH3:4])[O:5][C:6](=[O:7])[N:8]1[CH:9]([CH2:14][O:15][Si:16]([c:17]2[cH:18][cH:19][cH:20][cH:21][cH:22]2)([c:23]2[cH:24][cH:25][cH:26][cH:27][cH:28]2)[C:29]([CH3:30])([CH3:31])[CH3:32])[CH2:10][CH:11]([OH:13])[CH2:12]1.[CH2:77]1[O:78][CH2:79][CH2:80][CH2:81]1.[O:33]=[C:34]1[NH:35][C:36](=[O:37])[c:38]2[cH:39][cH:40][cH:41][cH:42][c:43]21.[O:63]=[C:64]([O:65][CH:66]([CH3:67])[CH3:68])[N:69]=[N:70][C:71]([O:72][CH:73]([CH3:74])[CH3:75])=[O:76].[c:44]1([P:45]([c:46]2[cH:47][cH:48][cH:49][cH:50][cH:51]2)[c:52]2[cH:53][cH:54][cH:55][cH:56][cH:57]2)[cH:58][cH:59][cH:60][cH:61][cH:62]1>>[C:1]([CH3:2])([CH3:3])([CH3:4])[O:5][C:6](=[O:7])[N:8]1[CH:9]([CH2:14][O:15][Si:16]([c:17]2[cH:18][cH:19][cH:20][cH:21][cH:22]2)([c:23]2[cH:24][cH:25][cH:26][cH:27][cH:28]2)[C:29]([CH3:30])([CH3:31])[CH3:32])[CH2:10][CH:11]([N:35]2[C:34](=[O:33])[c:43]3[c:38]([cH:39][cH:40][cH:41][cH:42]3)[C:36]2=[O:37])[CH2:12]1. Starting materials: ClC=1C=C(C=C(C1)Cl)NC(=O)N1C(SCC1)C(=O)O (3-(3,5-dichlorophenylcarbamoyl)thiazolidine-2-carboxylic acid). Solvent: Cl (hydrochloric acid). The product is ClC=1C=C(C=C(C1)Cl)N1C(N2C(SCC2)C1=O)=O (6-(3,5-dichlorophenyl)perhydroimidazo[5,1-b]thiazole-5,7-dion). The yield is 87.2%. RXN SMILES: [Cl:1][C:2]1[CH:3]=[C:4]([NH:9][C:10]([N:12]2[CH2:16][CH2:15][S:14][CH:13]2[C:17]([OH:19])=O)=[O:11])[CH:5]=[C:6]([Cl:8])[CH:7]=1>Cl>[Cl:8][C:6]1[CH:5]=[C:4]([N:9]2[C:17](=[O:19])[CH:13]3[S:14][CH2:15][CH2:16][N:12]3[C:10]2=[O:11])[CH:3]=[C:2]([Cl:1])[CH:7]=1. Procedure details: A mixture of 13.0 g of 3-(3,5-dichlorophenylcarbamoyl)thiazolidine-2-carboxylic acid thus obtained and 50 ml of concentrated hydrochloric acid was stirred at 120° C. for 2 hours. Then the reaction mixture was cooled and filtered to separate the precipitate, followed by recrystallization from a mixed solvent of ethyl acetate and n-hexane to give 10.7 g (yield 86.9%) of 6-(3,5-dichlorophenyl)perhydroimidazo[5,1-b]thiazole-5,7-dion (Compound No. 1). Its melting point and Elementary Analysis were as... Reactants: ClC1=CC=C(CN2C(=NC=3N(C(N(C(C23)=O)CC(=O)O)=O)C)OC2=CC(=CC=C2)OC(F)(F)F)C=C1 (2-(7-(4-chlorobenzyl)-3-methyl-2,6-dioxo-8-(3-(trifluoromethoxy)phenoxy)-2,3,6,7-tetrahydro-1H-purin-1-yl)acetic acid), C1=CN(C=N1)C(=O)N2C=CN=C2 (CDI), C(CC)N (Propan-1-amine). The solvent is CN(C)C=O (DMF), O (water). Conditions: time 20 minute. The product is ClC1=CC=C(CN2C(=NC=3N(C(N(C(C23)=O)CC(=O)NCCC)=O)C)OC2=CC(=CC=C2)OC(F)(F)F)C=C1 (2-(7-(4-chlorobenzyl)-3-methyl-2,6-dioxo-8-(3-(trifluoromethoxy)phenoxy)-2,3,6,7-tetrahydro-1H-purin-1-yl)-N-propylacetamide). The yield is 47.0%. As a reaction SMILES: [Cl:1][C:2]1[CH:36]=[CH:35][C:5]([CH2:6][N:7]2[C:15]3[C:14](=[O:16])[N:13]([CH2:17][C:18](O)=[O:19])[C:12](=[O:21])[N:11]([CH3:22])[C:10]=3[N:9]=[C:8]2[O:23][C:24]2[CH:29]=[CH:28][CH:27]=[C:26]([O:30][C:31]([F:34])([F:33])[F:32])[CH:25]=2)=[CH:4][CH:3]=1.C1N=CN(C(N2C=NC=C2)=O)C=1.[CH2:49]([NH2:52])[CH2:50][CH3:51]>CN(C=O)C.O>[Cl:1][C:2]1[CH:36]=[CH:35][C:5]([CH2:6][N:7]2[C:15]3[C:14](=[O:16])[N:13]([CH2:17][C:18]([NH:52][CH2:49][CH2:50][CH3:51])=[O:19])[C:12](=[O:21])[N:11]([CH3:22])[C:10]=3[N:9]=[C:8]2[O:23][C:24]2[CH:29]=[CH:28][CH:27]=[C:26]([O:30][C:31]([F:33])([F:34])[F:32])[CH:25]=2)=[CH:4][CH:3]=1. Procedure: 2-(7-(4-Chlorobenzyl)-3-methyl-2,6-dioxo-8-(3-(trifluoromethoxy)phenoxy)-2,3,6,7-tetrahydro-1H-purin-1-yl)acetic acid (0.25 g, 0.48 mmol, Example 361) and CDI (0.93 g, 0.57 mmol) were combined in DMF (4 mL) and stirred at room temperature for 20 min. Propan-1-amine was added and the reaction was stirred at room temperature for 3 h. The reaction was diluted with water (100 mL) and extracted with ethyl acetate (3×75 mL). The combined extracts were washed with 1N lithium chloride (2×75 mL), dried w... Starting materials: C(C)(=O)O[C@H]1[C@@H](O[C@@H]([C@H]([C@@H]1OC(C)=O)OC(C)=O)O\C(=C/C1=C(C=CC=C1)F)\C(=O)OCC)COC(C)=O ((2S,3S,4R,5S,6R)-2-(Acetoxymethyl)-6-(((Z)-3-ethoxy-1-(2-fluorophenyl)-3-oxoprop-1-en-2-yl)oxy)tetrahydro-2H-pyran-3,4,5-triyl triacetate), [Br-].C(C)(=O)O[C@H]1[C@@H](O)O[C@@H]([C@H]([C@@H]1OC(C)=O)OC(C)=O)COC(C)=O (2,3,4,6 tetra-O-acetyl-α-D-glucose bromide), COC=1C=C(C=CC1)CC(C(=O)OCC)=O (Ethyl (3-methoxyphenyl)pyruvate), [H-].[Na+] (sodium hydride). The product is C(C)(=O)O[C@H]1[C@@H](O[C@@H]([C@H]([C@@H]1OC(C)=O)OC(C)=O)O\C(=C/C1=CC(=CC=C1)OC)\C(=O)OCC)COC(C)=O ((2S,3S,4R,5S,6R)-2-(Acetoxymethyl)-6-(((Z)-3-ethoxy-1-(3-methoxyphenyl)-3-oxoprop-1-en-2-yl)oxy)tetrahydro-2H-pyran-3,4,5-triyl triacetate). The yield is 22.0%. RXN SMILES: [C:1]([O:4][C@@H:5]1[C@@H:10]([O:11][C:12](=[O:14])[CH3:13])[C@H:9]([O:15][C:16](=[O:18])[CH3:17])[C@@H:8]([O:19]/[C:20](/[C:29]([O:31][CH2:32][CH3:33])=[O:30])=[CH:21]\[C:22]2[CH:27]=[CH:26][CH:25]=[CH:24][C:23]=2F)[O:7][C@H:6]1[CH2:34][O:35][C:36](=[O:38])[CH3:37])(=[O:3])[CH3:2].[CH3:39][O:40]C1C=C(CC(=O)C(OCC)=O)C=CC=1.[H-].[Na+].[Br-].C(O[C@@H]1[C@@H](OC(=O)C)[C@H](OC(=O)C)[C@@H](COC(=O)C)O[C@@H]1O)(=O)C>>[C:1]([O:4][C@@H:5]1[C@@H:10]([O:11][C:12](=[O:14])[CH3:13])[C@H:9]([O:15][C:16](=[O:18])[CH3:17])[C@@H:8]([O:19]/[C:20](/[C:29]([O:31][CH2:32][CH3:33])=[O:30])=[CH:21]\[C:22]2[CH:27]=[CH:26][CH:25]=[C:24]([O:40][CH3:39])[CH:23]=2)[O:7][C@H:6]1[CH2:34][O:35][C:36](=[O:38])[CH3:37])(=[O:3])[CH3:2] |f:2.3,4.5|. Procedure details: The title compound was prepared as described for C4 using ethyl 3-(3-methoxyphenyl)-2-oxopropanoate B9 (100 mg, 0.369 mmol), sodium hydride (11.88 mg, 0.495 mmol) and 2,3,4,6 tetra-O-acetyl-α-D-glucose bromide (185 mg, 0.450 mmol). The resulting compound was isolated in the form of white solid in 22% yield. Starting materials: CC=1OC2=C(C1C(=O)OCC)C(=C(C=C2)O)Cl (2-methyl-3-carbethoxy-4-chloro-5-hydroxybenzofuran), aqueous solution, CNC (dimethylamine), C=O (Formalin). The solvent is CN(C=O)C (dimethylformamide). The product is CC=1OC2=C(C1C(=O)OCC)C(=C(C(=C2)CN(C)C)O)Cl (2-methyl-3-carbethoxy-4-chloro-hydroxy-6-dimethylaminomethylbenzofuran). Reaction SMILES: [CH3:1][C:2]1[O:3][C:4]2[CH:15]=[CH:14][C:13]([OH:16])=[C:12]([Cl:17])[C:5]=2[C:6]=1[C:7]([O:9][CH2:10][CH3:11])=[O:8].[CH3:18][NH:19][CH3:20].[CH2:21]=O>CN(C)C=O>[CH3:1][C:2]1[O:3][C:4]2[CH:15]=[C:14]([CH2:18][N:19]([CH3:21])[CH3:20])[C:13]([OH:16])=[C:12]([Cl:17])[C:5]=2[C:6]=1[C:7]([O:9][CH2:10][CH3:11])=[O:8]. Procedure: A solution of 1.9 g of 2-methyl-3-carbethoxy-4-chloro-5-hydroxybenzofuran, 2.6 ml of a 33 percent aqueous solution of dimethylamine and 0.6 ml of 36 percent Formalin in 12 ml of dimethylformamide is refluxed at a temperature of 100° to 105° for 8 hours and then cooled to ambient temperature. The precipitated crystals are filtered off, washed with water and dried in order to yield 0.75 g of crystalline 2-methyl-3-carbethoxy-4-chloro-hydroxy-6-dimethylaminomethylbenzofuran. An additional 0.4 g of ... Reactants: C(C)(C)(C)OC(NC1=C(C=C(C(=C1)OCC1CC1)C(F)(F)F)N)=O ((2-amino-5-cyclopropylmethoxy-4-trifluoromethyl-phenyl)-carbamic acid tert-butyl ester), C(C)(C)(C)OC(CC(=O)C1=CC(=CC=C1)C=1C=NC(=CC1)C1CC1)=O (3-[3-(6-cyclopropyl-pyridin-3-yl)-phenyl]-3-oxo-propionic acid tert-butyl ester). Product: C(C)(C)(C)OC(NC1=C(C=C(C(=C1)OCC1CC1)C(F)(F)F)NC(CC(=O)C1=CC(=CC=C1)C=1C=NC(=CC1)C1CC1)=O)=O ((5-Cyclopropylmethoxy-2-{3-[3-(6-cyclopropyl-pyridin-3-yl)-phenyl]-3-oxo-propionylamino}-4-trifluoromethyl-phenyl)-carbamic acid tert-butyl ester). As a reaction SMILES: [C:1]([O:5][C:6](=[O:24])[NH:7][C:8]1[CH:13]=[C:12]([O:14][CH2:15][CH:16]2[CH2:18][CH2:17]2)[C:11]([C:19]([F:22])([F:21])[F:20])=[CH:10][C:9]=1[NH2:23])([CH3:4])([CH3:3])[CH3:2].C([O:29][C:30](=O)[CH2:31][C:32]([C:34]1[CH:39]=[CH:38][CH:37]=[C:36]([C:40]2[CH:41]=[N:42][C:43]([CH:46]3[CH2:48][CH2:47]3)=[CH:44][CH:45]=2)[CH:35]=1)=[O:33])(C)(C)C>>[C:1]([O:5][C:6](=[O:24])[NH:7][C:8]1[CH:13]=[C:12]([O:14][CH2:15][CH:16]2[CH2:17][CH2:18]2)[C:11]([C:19]([F:22])([F:21])[F:20])=[CH:10][C:9]=1[NH:23][C:30](=[O:29])[CH2:31][C:32]([C:34]1[CH:39]=[CH:38][CH:37]=[C:36]([C:40]2[CH:41]=[N:42][C:43]([CH:46]3[CH2:47][CH2:48]3)=[CH:44][CH:45]=2)[CH:35]=1)=[O:33])([CH3:4])([CH3:2])[CH3:3]. Procedure details: The title compound was prepared from (2-amino-5-cyclopropylmethoxy-4-trifluoromethyl-phenyl)-carbamic acid tert-butyl ester (Example J29) (260 mg, 0.75 mmol) and 3-[3-(6-cyclopropyl-pyridin-3-yl)-phenyl]-3-oxo-propionic acid tert-butyl ester (Example K21) (253 mg, 0.75 mmol) according to the general procedure M. Obtained as an amorphous yellow substance (283 mg, 62%).